From a dataset of the Open Reaction Database (ORD), a public repository of structured organic reaction records. describe an organic reaction: reactants, conditions, products, and yield The reactants are COC(C1=CC=C(C=C1)COC1=CC2=C(CNCCC2)C=C1)=O (4-(2,3,4,5-Tetrahydro-1H-benzo[c]azepin-7-yloxymethyl)-benzoic acid methyl ester), C1(CCCC1)=O (cyclopentanone), C(C)(=O)O[BH-](OC(C)=O)OC(C)=O.[Na+] (Sodium triacetoxy borohydride). The solvent is C(C)(=O)O (acetic acid), ClCCl (dichloromethane). Conditions: time 4 hour. The product is COC(C1=CC=C(C=C1)COC1=CC2=C(CCN(CC2)C2CCCC2)C=C1)=O (4-(3-Cyclopentyl-2,3,4,5-tetrahydro-1H-benzo[d]azepin-7-yloxymethyl)-benzoic acid methyl ester). RXN SMILES: [CH3:1][O:2][C:3](=[O:23])[C:4]1[CH:9]=[CH:8][C:7]([CH2:10][O:11][C:12]2[CH:22]=[CH:21][C:15]3[CH2:16][NH:17][CH2:18][CH2:19][CH2:20][C:14]=3[CH:13]=2)=[CH:6][CH:5]=1.[C:24]1(=O)[CH2:28][CH2:27][CH2:26][CH2:25]1.C(O[BH-](OC(=O)C)OC(=O)C)(=O)C.[Na+]>ClCCl.C(O)(=O)C>[CH3:1][O:2][C:3](=[O:23])[C:4]1[CH:5]=[CH:6][C:7]([CH2:10][O:11][C:12]2[CH:22]=[CH:21][C:20]3[CH2:19][CH2:18][N:17]([CH:24]4[CH2:28][CH2:27][CH2:26][CH2:25]4)[CH2:16][CH2:15][C:14]=3[CH:13]=2)=[CH:8][CH:9]=1 |f:2.3|. Reported procedure: 4-(2,3,4,5-Tetrahydro-1H-benzo[c]azepin-7-yloxymethyl)-benzoic acid methyl ester (D4) (2.83 g, 9.1 mmol) and cyclopentanone (1.6 ml, 18.2 mmol) were dissolved in dichloromethane (30 ml) and acetic acid (0.5 ml). Sodium triacetoxy borohydride (3.85 g, 18.2 mmol) was added and the solution was stirred at room temperature for 4 hours. The reaction mixture was washed with a saturated solution of sodium carbonate, the organic layer was dried over magnesium sulfate, filtered and concentrated in vacuo.... The reactants are BrC=1NC2=CC=CC=C2C1C1=CC=C(C=C1)OC (2-bromo-3-(4-methoxyphenyl)-1H-indole), CC1=NOC(=C1B(O)O)C (3,5-dimethylisoxazol-4-ylboronic acid). Reagents/catalysts: C=1C=CC(=CC1)[P](C=2C=CC=CC2)(C=3C=CC=CC3)[Pd]([P](C=4C=CC=CC4)(C=5C=CC=CC5)C=6C=CC=CC6)([P](C=7C=CC=CC7)(C=8C=CC=CC8)C=9C=CC=CC9)[P](C=1C=CC=CC1)(C=1C=CC=CC1)C=1C=CC=CC1 (tetrakis(triphenylphosphine)palladium). Reaction conditions: temperature 90 celsius, time 45 minute. Yields the product COC1=CC=C(C=C1)C1=C(NC2=CC=CC=C12)C=1C(=NOC1C)C (4-(3-(4-methoxyphenyl)-1H-indol-2-yl)-3,5-dimethylisoxazole). Reaction SMILES: Br[C:2]1[NH:3][C:4]2[C:9]([C:10]=1[C:11]1[CH:16]=[CH:15][C:14]([O:17][CH3:18])=[CH:13][CH:12]=1)=[CH:8][CH:7]=[CH:6][CH:5]=2.[CH3:19][C:20]1[C:24](B(O)O)=[C:23]([CH3:28])[O:22][N:21]=1>C1C=CC([P]([Pd]([P](C2C=CC=CC=2)(C2C=CC=CC=2)C2C=CC=CC=2)([P](C2C=CC=CC=2)(C2C=CC=CC=2)C2C=CC=CC=2)[P](C2C=CC=CC=2)(C2C=CC=CC=2)C2C=CC=CC=2)(C2C=CC=CC=2)C2C=CC=CC=2)=CC=1>[CH3:18][O:17][C:14]1[CH:15]=[CH:16][C:11]([C:10]2[C:9]3[C:4](=[CH:5][CH:6]=[CH:7][CH:8]=3)[NH:3][C:2]=2[C:24]2[C:20]([CH3:19])=[N:21][O:22][C:23]=2[CH3:28])=[CH:12][CH:13]=1 |^1:32,34,53,72|. Procedure details: 2-bromo-3-(4-methoxyphenyl)-1H-indole (93 mg, 0.31 mmol), 3 mol % tetrakis(triphenylphosphine)palladium and 3,5-dimethylisoxazol-4-ylboronic acid (3 eq) were mixed in 1.5 ml degassed DME under nitrogen. 1.24 ml sodium hydrogen carbonate (1 M) was added drop wise over 5 min. The resulting mixture was stirred at 90° C. for 45 min and then cooled to rt. The solvent was evaporated under nitrogen flow and the residue was taken up in DCM. Filtering through a short plug of silica gave a crude product w... The reactants are BrC1=NN(C(=C1)C1=NC2=C(C(O1)=O)C=C(C=C2C)Cl)C2=NC=CC=C2Cl (2-[3-bromo-1-(3-chloro-2-pyridinyl)-1H-pyrazol-5-yl]-6-chloro-8-methyl-4H-3,1-benzoxazin-4-one), BrC1=NN(C(=C1)C1=NC2=C(C(O1)=O)C=C(C=C2C)Cl)C2=NC=CC=C2Cl (2-[3-bromo-1-(3-chloro-2-pyridinyl)-1H-pyrazol-5-yl]-6-chloro-8-methyl-4H-3,1-benzoxazin-4-one), CN (methylamine). Run in O1CCCC1 (tetrahydrofuran). Run at temperature 60 celsius. Yields the product BrC1=NN(C(=C1)C(=O)NC1=C(C=C(C=C1C(=O)NC)Cl)C)C1=NC=CC=C1Cl (3-bromo-N-[4-chloro-2-methyl-6-[(methylamino)carbonyl]phenyl]-1-(3-chloro-2-pyridinyl)-1H-pyrazole-5-carboxamide). Reaction SMILES: [Br:1][C:2]1[CH:6]=[C:5]([C:7]2[O:12][C:11](=[O:13])[C:10]3[CH:14]=[C:15]([Cl:19])[CH:16]=[C:17]([CH3:18])[C:9]=3[N:8]=2)[N:4]([C:20]2[C:25]([Cl:26])=[CH:24][CH:23]=[CH:22][N:21]=2)[N:3]=1.[CH3:27][NH2:28]>O1CCCC1>[Br:1][C:2]1[CH:6]=[C:5]([C:7]([NH:8][C:9]2[C:10]([C:11]([NH:28][CH3:27])=[O:13])=[CH:14][C:15]([Cl:19])=[CH:16][C:17]=2[CH3:18])=[O:12])[N:4]([C:20]2[C:25]([Cl:26])=[CH:24][CH:23]=[CH:22][N:21]=2)[N:3]=1. Procedure details: To a solution of 2-[3-bromo-1-(3-chloro-2-pyridinyl)-1H-pyrazol-5-yl]-6-chloro-8-methyl-4H-3,1-benzoxazin-4-one (i.e. the benzoxazinone product of Example 5, Step E) (0.20 g, 0.44 mmol) in tetrahydrofuran was added methylamine (2.0 M solution in THF, 0.514 mL, 1.02 mmol), and the reaction mixture was heated to 60° C. for 90 minutes and then cooled to room temperature. The tetrahydrofuran solvent was evaporated under reduced pressure, and the residual solid was triturated with ether, filtered, an... Reactants: CCOC(=O)CC(=O)c1cc(Cc2cccc(Cl)c2F)c(OC)cc1F, COC(OC)N(C)C, Cc1ccccc1. Yields the product CCOC(=O)C(=CN(C)C)C(=O)c1cc(Cc2cccc(Cl)c2F)c(OC)cc1F. Reaction SMILES: [CH2:1]([CH3:2])[O:3][C:4]([CH2:5][C:6](=[O:7])[c:8]1[c:9]([F:25])[cH:10][c:11]([O:23][CH3:24])[c:12]([CH2:14][c:15]2[c:16]([F:22])[c:17]([Cl:21])[cH:18][cH:19][cH:20]2)[cH:13]1)=[O:26].[CH3:27][O:28][CH:29]([N:30]([CH3:31])[CH3:32])[O:33][CH3:34].[CH3:35][c:36]1[cH:37][cH:38][cH:39][cH:40][cH:41]1>>[CH2:1]([CH3:2])[O:3][C:4]([C:5]([C:6](=[O:7])[c:8]1[c:9]([F:25])[cH:10][c:11]([O:23][CH3:24])[c:12]([CH2:14][c:15]2[c:16]([F:22])[c:17]([Cl:21])[cH:18][cH:19][cH:20]2)[cH:13]1)=[CH:29][N:30]([CH3:31])[CH3:32])=[O:26]. Reactants: C1COCCN1, CCN(C(C)C)C(C)C, O=C([O-])c1cc2nccc(Cl)c2s1, O=C(Cl)C(=O)Cl, [Li+], CN(C)C=O. Yields the product O=C(c1cc2nccc(Cl)c2s1)N1CCOCC1. Reaction SMILES: [CH2:15]1[CH2:16][O:17][CH2:18][CH2:19][NH:20]1.[CH2:21]([N:22]([CH:23]([CH3:24])[CH3:25])[CH:26]([CH3:27])[CH3:28])[CH3:29].[Cl:1][c:2]1[c:3]2[c:4]([n:5][cH:6][cH:7]1)[cH:8][c:9]([C:11](=[O:12])[O-:13])[s:10]2.[Cl:35][C:36]([C:37]([Cl:38])=[O:39])=[O:40].[Li+:14].[O:30]=[CH:31][N:32]([CH3:33])[CH3:34]>>[Cl:1][c:2]1[c:3]2[c:4]([n:5][cH:6][cH:7]1)[cH:8][c:9]([C:11](=[O:13])[N:20]1[CH2:15][CH2:16][O:17][CH2:18][CH2:19]1)[s:10]2. Solvent: O (water). Reaction SMILES: [CH2:1]([NH2:3])[CH3:2].CS(O[CH2:9][CH2:10][C:11]1[CH:16]=[CH:15][C:14]([CH2:17][CH2:18][NH:19][C:20]2[C:25]([C:26]([O:28][CH2:29][CH3:30])=[O:27])=[C:24]([CH2:31][CH3:32])[N:23]=[CH:22][N:21]=2)=[CH:13][CH:12]=1)(=O)=O>O>[CH2:1]([NH:3][CH2:9][CH2:10][C:11]1[CH:16]=[CH:15][C:14]([CH2:17][CH2:18][NH:19][C:20]2[C:25]([C:26]([O:28][CH2:29][CH3:30])=[O:27])=[C:24]([CH2:31][CH3:32])[N:23]=[CH:22][N:21]=2)=[CH:13][CH:12]=1)[CH3:2]. Procedure: A 70% aqueous ethylamine solution (2.14 g, 33.23 mmol) was added to ethyl 4-(2(4-(2-methylsulfonyloxyethyl)phenyl)ethylamino)-6-ethylpyrimidine-5-carboxylate (0.70 g, 1.66 mmol). The mixture was stirred at 100° C. for 2 hours in a sealed tube and cooled to room temperature. Then water (40 ml) was added to the reaction mixture. The mixture was extracted with methylene chloride and dried over magnesium sulfate. After evaporation of the solvent, the residue was purified by column chromatography on ... Conditions: temperature 100 celsius, time 2 hour. The yield is 65.0%. The reactants are C(C)N (ethylamine), CS(=O)(=O)OCCC1=CC=C(C=C1)CCNC1=NC=NC(=C1C(=O)OCC)CC (ethyl 4-(2(4-(2-methylsulfonyloxyethyl)phenyl)ethylamino)-6-ethylpyrimidine-5-carboxylate). Product: C(C)NCCC1=CC=C(C=C1)CCNC1=NC=NC(=C1C(=O)OCC)CC (ethyl 4-(2-(4-(2-ethylaminoethyl)phenyl)ethylamino)-6-ethylpyrimidine-5-carboxylate). Starting materials: C(CCC)C=1N(C(N(N1)C1=C(C=CC(=C1)[N+](=O)[O-])C(F)(F)F)=O)CC1=C(C=C(C=C1)C1=C(C=CC=C1)S(NC(C)(C)C)(=O)=O)F (5-n-Butyl-4-[[2'-(N-t-butylsulfamoyl)-3-fluorobiphenyl-4-yl]methyl]-2,4-dihydro-2-[5-nitro-2-(trifluoromethyl)phenyl]-3H-1,2,4-triazol-3-one), C(C)O (ethanol). Run in C(C)(=O)OCC (ethyl acetate). The product is NC=1C=CC(=C(C1)N1N=C(N(C1=O)CC1=C(C=C(C=C1)C1=C(C=CC=C1)S(NC(C)(C)C)(=O)=O)F)CCCC)C(F)(F)F (2-[5-Amino-2-(trifluoromethyl)phenyl]-5-n-butyl-4-[[2'-(N-t-butylsulfamoyl)-3-fluorobiphenyl-4-yl]methyl]-2,4-dihydro-3H-1,2,4-triazol-3-one). Yield: 91.0%. Reaction SMILES: [CH2:1]([C:5]1[N:6]([CH2:24][C:25]2[CH:30]=[CH:29][C:28]([C:31]3[CH:36]=[CH:35][CH:34]=[CH:33][C:32]=3[S:37](=[O:44])(=[O:43])[NH:38][C:39]([CH3:42])([CH3:41])[CH3:40])=[CH:27][C:26]=2[F:45])[C:7](=[O:23])[N:8]([C:10]2[CH:15]=[C:14]([N+:16]([O-])=O)[CH:13]=[CH:12][C:11]=2[C:19]([F:22])([F:21])[F:20])[N:9]=1)[CH2:2][CH2:3][CH3:4].C(O)C>C(OCC)(=O)C>[NH2:16][C:14]1[CH:13]=[CH:12][C:11]([C:19]([F:20])([F:22])[F:21])=[C:10]([N:8]2[C:7](=[O:23])[N:6]([CH2:24][C:25]3[CH:30]=[CH:29][C:28]([C:31]4[CH:36]=[CH:35][CH:34]=[CH:33][C:32]=4[S:37](=[O:43])(=[O:44])[NH:38][C:39]([CH3:40])([CH3:41])[CH3:42])=[CH:27][C:26]=3[F:45])[C:5]([CH2:1][CH2:2][CH2:3][CH3:4])=[N:9]2)[CH:15]=1. Procedure: Hydrogenation of 5-n-butyl-4-[[2'-(N-t-butylsulfamoyl)-3-fluoro-biphenyl-4-yl]methyl]-2,4-dihydro-2-[5-nitro-2-(trifluoromethyl)phenyl]-3H-1,2,4-triazol-3-one (from Example 84, Step D) was carried out according to the procedure of Example 75, Step D, except that a 4:1 ratio of ethanol and ethyl acetate was used as solvent. The title compound was obtained in 91% yield oas an off-white foam, suitable for use without further purification; nearly homogeneous by TLC in 95:5 CH2Cl2 --MeOH; mass spectr...